Dataset: the Open Reaction Database (ORD), a public repository of structured organic reaction records. Task: describe an organic reaction: reactants, conditions, products, and yield The reactants are ClC1=C(C=CC=C1)C1=NSC(=N1)S(=O)(=O)N (3-(2-chlorophenyl)-1,2,4-thiadiazole-5-sulfonamide), C(C)(OCC)(OCC)OCC (triethyl orthoacetate). The product is C(C)OC(C)=NS(=O)(=O)C1=NC(=NS1)C1=C(C=CC=C1)Cl (N-(1-Ethoxyethylidene)-3-(2-chlorophenyl)-1,2,4-thiadiazole-5-sulfonamide). RXN SMILES: [Cl:1][C:2]1[CH:7]=[CH:6][CH:5]=[CH:4][C:3]=1[C:8]1[N:12]=[C:11]([S:13]([NH2:16])(=[O:15])=[O:14])[S:10][N:9]=1.[C:17](OCC)(OCC)([O:19][CH2:20][CH3:21])[CH3:18]>>[CH2:17]([O:19][C:20](=[N:16][S:13]([C:11]1[S:10][N:9]=[C:8]([C:3]2[CH:4]=[CH:5][CH:6]=[CH:7][C:2]=2[Cl:1])[N:12]=1)(=[O:14])=[O:15])[CH3:21])[CH3:18]. Reported procedure: A mixture of 3 g of 3-(2-chlorophenyl)-1,2,4-thiadiazole-5-sulfonamide and 11 ml of triethyl orthoacetate was warmed to reflux for 3.5 hours. The mixture was cooled, triturated with hexane (25 ml) and filtered to give 3.13 g of solid, m.p. 70°-72° C. Reactants: CC1=C(NC2=C1C(N(CC2)CCN2CCOCC2)=O)C=O (3-methyl-5-(2-morpholin-4-yl-ethyl)-4-oxo-4,5,6,7-tetrahydro-1H-pyrrolo[3,2-c]pyridine-2-carbaldehyde), FC=1C=C2CC(NC2=CC1NC([C@H](C)O)=O)=O ((S)—N-(5-fluoro-2-oxo-2,3-dihydro-1H-indol-6-yl)-2-hydroxy-propionamide). Product: FC=1C=C2C(C(NC2=CC1NC([C@H](C)O)=O)=O)=CC1=C(C=2C(N(CCC2N1)CCN1CCOCC1)=O)C ((S)—N-{5-fluoro-3-[3-methyl-5-(2-morpholin-4-yl-ethyl)-4-oxo-4,5,6,7-tetrahydro-1H-pyrrolo[3,2-c]pyridin-2-ylmethylene]-2-oxo-2,3-dihydro-1H-indol-6-yl}-2-hydroxy-propionamide). Isolated yield 61.3%. Reaction SMILES: [CH3:1][C:2]1[C:6]2[C:7](=[O:19])[N:8]([CH2:11][CH2:12][N:13]3[CH2:18][CH2:17][O:16][CH2:15][CH2:14]3)[CH2:9][CH2:10][C:5]=2[NH:4][C:3]=1[CH:20]=O.[F:22][C:23]1[CH:24]=[C:25]2[C:29](=[CH:30][C:31]=1[NH:32][C:33](=[O:37])[C@@H:34]([OH:36])[CH3:35])[NH:28][C:27](=[O:38])[CH2:26]2>>[F:22][C:23]1[CH:24]=[C:25]2[C:29](=[CH:30][C:31]=1[NH:32][C:33](=[O:37])[C@@H:34]([OH:36])[CH3:35])[NH:28][C:27](=[O:38])[C:26]2=[CH:20][C:3]1[NH:4][C:5]2[CH2:10][CH2:9][N:8]([CH2:11][CH2:12][N:13]3[CH2:14][CH2:15][O:16][CH2:17][CH2:18]3)[C:7](=[O:19])[C:6]=2[C:2]=1[CH3:1]. Reported procedure: The title compound was prepared under the same conditions as described in Example 15 with 3-methyl-5-(2-morpholin-4-yl-ethyl)-4-oxo-4,5,6,7-tetrahydro-1H-pyrrolo[3,2-c]pyridine-2-carbaldehyde and (S)—N-(5-fluoro-2-oxo-2,3-dihydro-1H-indol-6-yl)-2-hydroxy-propionamide as starting materials to give (S)—N-{5-fluoro-3-[3-methyl-5-(2-morpholin-4-yl-ethyl)-4-oxo-4,5,6,7-tetrahydro-1H-pyrrolo[3,2-c]pyridin-2-ylmethylene]-2-oxo-2,3-dihydro-1H-indol-6-yl}-2-hydroxy-propionamide (44 mg, 61.3%) as a yellow... Reactants: FC1C(C(=O)N(C)OC)=CC=CC1(C)Br (2-fluoro-3-bromo-N-methoxy-N,3-dimethyl-benzamide), COC1=CC=C(C=C1)[Mg]Br (4-methoxyphenylmagnesium bromide). Product: BrC=1C(=C(C=CC1)C(=O)C1=CC=C(C=C1)OC)F ((3-bromo-2-fluorophenyl)(4-methoxyphenyl)methanone). RXN SMILES: [F:1][CH:2]1[C:13]([Br:15])(C)[CH:12]=[CH:11][CH:10]=[C:3]1[C:4](N(OC)C)=[O:5].[CH3:16][O:17][C:18]1[CH:23]=[CH:22][C:21]([Mg]Br)=[CH:20][CH:19]=1>>[Br:15][C:13]1[C:2]([F:1])=[C:3]([C:4]([C:21]2[CH:22]=[CH:23][C:18]([O:17][CH3:16])=[CH:19][CH:20]=2)=[O:5])[CH:10]=[CH:11][CH:12]=1. Procedure: Prepared according to Method A step B from 2-fluoro-3-bromo-N-methoxy-N,3-dimethyl-benzamide (8.00 g, 30.5 mmol) and 4-methoxyphenylmagnesium bromide (65 mL, 0.5 M in THF) to give 3.12 g of the title compound as a white solid. Reactants: COC(CCl)=O (Methylchloroacetate), OC1=CC=C(C=O)C=C1 (4-Hydroxybenzaldehyde), C([O-])([O-])=O.[K+].[K+] (potassium carbonate), C1(=CC=C(C=C1)S(=O)(=O)O)C (p-toluenesulfonic acid), II (iodine). The solvent is O (water), C1(=CC=CC=C1)C (toluene), O (water). Product: C(=O)(OC)COC1=CC=C(C=O)C=C1 (4-((carbomethoxy)methoxy)benzaldehyde). RXN SMILES: [OH:1][C:2]1[CH:9]=[CH:8][C:5]([CH:6]=[O:7])=[CH:4][CH:3]=1.C(=O)([O-])[O-].[K+].[K+].C1(C)C=CC(S(O)(=O)=O)=CC=1.II.[CH3:29][O:30][C:31](=[O:34])[CH2:32]Cl>O.C1(C)C=CC=CC=1>[C:31]([CH2:32][O:1][C:2]1[CH:9]=[CH:8][C:5]([CH:6]=[O:7])=[CH:4][CH:3]=1)([O:30][CH3:29])=[O:34] |f:1.2.3|. Procedure: 4-Hydroxybenzaldehyde (250 g, 2.05 M), potassium carbonate (565 g, 4.09 M), toluene (2.5 L), p-toluenesulfonic acid (39 g, 0.21 M) and iodine (2 g, catalytic) were taken in a 5 L 4-neck round bottom flask with mechanical stirrer and a Dean-Stark condenser. Methylchloroacetate (233 g, 2.05 M) was added and the reaction was refluxed for 6-8 hours, under azeotropic removal of water, while monitoring the reaction on TLC. After the completion of the reaction, water was added and the organic layer sep... Reactants: COC(=O)C(C)(C)C(c1ccccc1)c1ccc2c(-c3ccccc3)n[nH]c2c1, [Li+], C1COCCO1, [OH-], O, O. Product: CC(C)(C(=O)O)C(c1ccccc1)c1ccc2c(-c3ccccc3)n[nH]c2c1. Reaction SMILES: [CH3:1][C:2]([C:3](=[O:4])[O:5][CH3:6])([CH:7]([c:8]1[cH:9][cH:10][c:11]2[c:12](-[c:17]3[cH:18][cH:19][cH:20][cH:21][cH:22]3)[n:13][nH:14][c:15]2[cH:16]1)[c:23]1[cH:24][cH:25][cH:26][cH:27][cH:28]1)[CH3:29].[Li+:32].[O:34]1[CH2:35][CH2:36][O:37][CH2:38][CH2:39]1.[OH-:31].[OH2:30].[OH2:33]>>[CH3:1][C:2]([C:3](=[O:4])[OH:5])([CH:7]([c:8]1[cH:9][cH:10][c:11]2[c:12](-[c:17]3[cH:18][cH:19][cH:20][cH:21][cH:22]3)[n:13][nH:14][c:15]2[cH:16]1)[c:23]1[cH:24][cH:25][cH:26][cH:27][cH:28]1)[CH3:29]. Starting materials: CC(C)(C)O, ClCCl, CSc1ccc(CC(O)c2ccc(F)cc2)cc1, O. Yields the product CS(=O)(=O)c1ccc(CC(O)c2ccc(F)cc2)cc1. RXN SMILES: [C:19]([CH3:20])([CH3:21])([CH3:22])[OH:23].[Cl:25][CH2:26][Cl:27].[F:1][c:2]1[cH:3][cH:4][c:5]([CH:8]([CH2:9][c:10]2[cH:11][cH:12][c:13]([S:16][CH3:17])[cH:14][cH:15]2)[OH:18])[cH:6][cH:7]1.[OH2:24]>>[F:1][c:2]1[cH:3][cH:4][c:5]([CH:8]([CH2:9][c:10]2[cH:11][cH:12][c:13]([S:16]([CH3:17])(=[O:23])=[O:24])[cH:14][cH:15]2)[OH:18])[cH:6][cH:7]1. Reactants: [C@@H](C)(CC)NC=1C(=CC(=C(C(=O)OC)C1)C)C(=O)N ((R)-methyl 5-(sec-butylamino)-4-(aminocarbonyl)-2-methylbenzoate), [OH-].[Na+] (sodium hydroxide). Solvent: CO (methanol), ClCCl (dichloromethane). Reaction conditions: temperature 45 celsius, time 2 hour. The product is [C@@H](C)(CC)NC=1C(=CC(=C(C(=O)O)C1)C)C(=O)N ((R)-5-(sec-butylamino)-4-(aminocarbonyl)-2-methylbenzoic acid). Isolated yield 74.2%. RXN SMILES: [C@H:1]([NH:5][C:6]1[C:7]([C:17]([NH2:19])=[O:18])=[CH:8][C:9]([CH3:16])=[C:10]([CH:15]=1)[C:11]([O:13]C)=[O:12])([CH2:3][CH3:4])[CH3:2].[OH-].[Na+]>CO.ClCCl>[C@H:1]([NH:5][C:6]1[C:7]([C:17]([NH2:19])=[O:18])=[CH:8][C:9]([CH3:16])=[C:10]([CH:15]=1)[C:11]([OH:13])=[O:12])([CH2:3][CH3:4])[CH3:2] |f:1.2|. Procedure: To a solution of (R)-methyl 5-(sec-butylamino)-4-(aminocarbonyl)-2-methylbenzoate (300 mg, 1.13 mmol) in methanol (2.0 mL) and dichloromethane (1.0 mL) was added 2.0M aqueous sodium hydroxide solution (2.0 mL, 4.0 mmol). The reaction mixture was heated to 45° C. and stirred for 2 h, at which time it was cooled to room temperature and all volatiles were removed by rotary evaporation. To the residual solution was slowly added 1.0M aqueous hydrochloric acid until pH<2. The yellow precipitate was co...